Dataset: the Open Reaction Database (ORD), a public repository of structured organic reaction records. Task: describe an organic reaction: reactants, conditions, products, and yield Starting materials: ClCC#N (Chloroacetonitrile), solution, C([S-])([S-])=S.[Na+].[Na+] (sodium trithiocarbonate), C(#N)C1=CC=C(C(=O)Cl)C=C1 (p-cyanobenzoyl chloride). Solvent: ClCCl (dichloromethane), CCCCCC (hexane). Conditions: temperature 5 celsius, time 1 hour. The product is C(#N)CSC(C1=CC=C(C=C1)C#N)=O (p-Cyanothiobenzoic Acid S-Cyanomethyl Ester). Yield: 103.7%. As a reaction SMILES: Cl[CH2:2][C:3]#[N:4].C(=S)([S-])[S-:6].[Na+].[Na+].[C:11]([C:13]1[CH:21]=[CH:20][C:16]([C:17](Cl)=[O:18])=[CH:15][CH:14]=1)#[N:12]>ClCCl.CCCCCC>[C:3]([CH2:2][S:6][C:17](=[O:18])[C:16]1[CH:20]=[CH:21][C:13]([C:11]#[N:12])=[CH:14][CH:15]=1)#[N:4] |f:1.2.3|. Procedure details: Chloroacetonitrile (13.1 ml; 0.203 mol) is added over 15 minutes to a cold (15° C.) 2 N solution of sodium trithiocarbonate (92.5 ml; 0.185 mol). The reaction mixture is stirred one hour at 5° C., extracted with ether, and the aqueous layer added dropwise to a solution of p-cyanobenzoyl chloride (20.9 g; 0.124 mol) in dichloromethane (40 ml). During addition, the temperature of the reaction mixture is held below 12° C. The reaction mixture is then held at 0°-5° C. for 2 hours, diluted with hexan... Reactants: CC1(C)CCN(S(=O)(=O)c2ccccc2)c2cc(C(=O)Cl)ccc2S1, CC(C)(C)N, ClCCl, [Na+], O=C([O-])O. Yields the product CC(C)(C)NC(=O)c1ccc2c(c1)N(S(=O)(=O)c1ccccc1)CCC(C)(C)S2. Reaction SMILES: [CH3:1][C:2]1([CH3:25])[CH2:3][CH2:4][N:5]([S:16](=[O:17])(=[O:18])[c:19]2[cH:20][cH:21][cH:22][cH:23][cH:24]2)[c:6]2[c:7]([cH:9][cH:10][c:11]([C:13](=[O:14])[Cl:15])[cH:12]2)[S:8]1.[CH3:26][C:27]([CH3:28])([CH3:29])[NH2:30].[Cl:31][CH2:32][Cl:33].[Na+:38].[O-:34][C:35]([OH:36])=[O:37]>>[CH3:1][C:2]1([CH3:25])[CH2:3][CH2:4][N:5]([S:16](=[O:17])(=[O:18])[c:19]2[cH:20][cH:21][cH:22][cH:23][cH:24]2)[c:6]2[c:7]([cH:9][cH:10][c:11]([C:13](=[O:14])[NH:30][C:27]([CH3:26])([CH3:28])[CH3:29])[cH:12]2)[S:8]1. The reactants are O=C([O-])[O-], CO, [K+], [K+], O, O=C1CCSc2ccccc21. The product is O=C1c2ccccc2SCC1(CO)CO. RXN SMILES: [C:12]([O-:13])([O-:14])=[O:15].[CH3:18][OH:19].[K+:16].[K+:17].[OH2:20].[S:1]1[CH2:2][CH2:3][C:4](=[O:11])[c:5]2[cH:6][cH:7][cH:8][cH:9][c:10]21>>[S:1]1[CH2:2][C:3]([CH2:12][OH:15])([CH2:18][OH:19])[C:4](=[O:11])[c:5]2[cH:6][cH:7][cH:8][cH:9][c:10]21.